Dataset: the Open Reaction Database (ORD), a public repository of structured organic reaction records. Task: describe an organic reaction: reactants, conditions, products, and yield The reactants are BrC1=CC(=C(N)C(=C1)C)C (4-Bromo-2,6dimethylaniline), C([O-])([O-])=O.[Na+].[Na+] (sodium carbonate), N(=O)[O-].[Na+] (sodium nitrite), Cl (hydrochloric acid), [Cu](C#N)C#N (copper cyanide), [C-]#N.[K+] (potassium cyanide). The solvent is O (water), O (water), O (water). Conditions: temperature 0 celsius, time 0.5 hour. Product: BrC1=CC(=C(C#N)C(=C1)C)C (4-Bromo-2,6-dimethylbenzonitrile). As a reaction SMILES: [Br:1][C:2]1[CH:8]=[C:7]([CH3:9])[C:5](N)=[C:4]([CH3:10])[CH:3]=1.Cl.N([O-])=O.[Na+].C(=O)([O-])[O-].[Na+].[Na+].[Cu](C#N)[C:23]#[N:24].[C-]#N.[K+]>O>[Br:1][C:2]1[CH:8]=[C:7]([CH3:9])[C:5]([C:23]#[N:24])=[C:4]([CH3:10])[CH:3]=1 |f:2.3,4.5.6,8.9|. Procedure: 4-Bromo-2,6dimethylaniline (4.49 g, 22.4 mmol) was taken up in water (25 ml) and concentrated hydrochloric acid (8.0 ml) was added. The mixture was sonicated to form a fine suspension and then cooled to 0° C. A solution of sodium nitrite (1.67 g, 24.2 mmol) in water (5 ml) was then added dropwise so as to maintain the temperature of the reaction between 0–5° C. The mixture was stirred at 0–5° C. for ½ h and then neutralised by addition of solid sodium carbonate. The resulting solution was then a...